Dataset: the Open Reaction Database (ORD), a public repository of structured organic reaction records. Task: describe an organic reaction: reactants, conditions, products, and yield Reactants: C(CCC(=O)OCC1=C(C=CC=C1)C(=O)O[C@@]([C@@H](C)S[C@H]1CO[C@@H](OC1)\C=C\C=C\C1=C(C=C(C=C1)C#N)F)(CN1N=CN=C1)C1=C(C=C(C=C1)F)F)(=O)OCC=C (Allyl 2-[[(1R,2R)-2-[[trans-2-[(1E,3E)-4-(4-cyano-2-fluorophenyl)-1,3-butadienyl]-1,3-dioxan-5-yl]thio]-1-(2,4-difluorophenyl)-1-[(1H-1,2,4-triazol-1-yl)methyl]propoxy]carbonyl]benzyl succinate), O (water), C(CCC)[SnH](CCCC)CCCC (tributyltin hydride), CCCCCC (hexane). Reagents/catalysts: Cl[Pd]([P](C1=CC=CC=C1)(C2=CC=CC=C2)C3=CC=CC=C3)([P](C4=CC=CC=C4)(C5=CC=CC=C5)C6=CC=CC=C6)Cl (bis(triphenylphosphine)dichloropalladium). The solvent is ClCCl (dichloromethane). Run at time 5 minute. Product: C(CCC(=O)O)(=O)OCC1=C(C=CC=C1)C(=O)O[C@@]([C@@H](C)S[C@H]1CO[C@@H](OC1)\C=C\C=C\C1=C(C=C(C=C1)C#N)F)(CN1N=CN=C1)C1=C(C=C(C=C1)F)F (2-[[(1R,2R)-2-[[trans-2-[(1E,3E)-4-(4-Cyano-2-fluorophenyl)-1,3-butadienyl]-1,3-dioxan-5-yl]thio]-1-(2,4-difluorophenyl)-1-[(1H-1,2,4-triazol-1-yl)methyl]propoxy]carbonyl]benzyl hydrogen succinate). Isolated yield 86.7%. RXN SMILES: [C:1]([O:55]CC=C)(=[O:54])[CH2:2][CH2:3][C:4]([O:6][CH2:7][C:8]1[CH:13]=[CH:12][CH:11]=[CH:10][C:9]=1[C:14]([O:16][C@:17]([C:46]1[CH:51]=[CH:50][C:49]([F:52])=[CH:48][C:47]=1[F:53])([CH2:40][N:41]1[CH:45]=[N:44][CH:43]=[N:42]1)[C@H:18]([S:20][C@@H:21]1[CH2:26][O:25][C@@H:24](/[CH:27]=[CH:28]/[CH:29]=[CH:30]/[C:31]2[CH:36]=[CH:35][C:34]([C:37]#[N:38])=[CH:33][C:32]=2[F:39])[O:23][CH2:22]1)[CH3:19])=[O:15])=[O:5].O.C([SnH](CCCC)CCCC)CCC.CCCCCC>ClCCl.Cl[Pd](Cl)([P](C1C=CC=CC=1)(C1C=CC=CC=1)C1C=CC=CC=1)[P](C1C=CC=CC=1)(C1C=CC=CC=1)C1C=CC=CC=1>[C:4]([O:6][CH2:7][C:8]1[CH:13]=[CH:12][CH:11]=[CH:10][C:9]=1[C:14]([O:16][C@:17]([C:46]1[CH:51]=[CH:50][C:49]([F:52])=[CH:48][C:47]=1[F:53])([CH2:40][N:41]1[CH:45]=[N:44][CH:43]=[N:42]1)[C@H:18]([S:20][C@@H:21]1[CH2:26][O:25][C@@H:24](/[CH:27]=[CH:28]/[CH:29]=[CH:30]/[C:31]2[CH:36]=[CH:35][C:34]([C:37]#[N:38])=[CH:33][C:32]=2[F:39])[O:23][CH2:22]1)[CH3:19])=[O:15])(=[O:5])[CH2:3][CH2:2][C:1]([OH:55])=[O:54] |^1:84,103|. Procedure details: Allyl 2-[[(1R,2R)-2-[[trans-2-[(1E,3E)-4-(4-cyano-2-fluorophenyl)-1,3-butadienyl]-1,3-dioxan-5-yl]thio]-1-(2,4-difluorophenyl)-1-[(1H-1,2,4-triazol-1-yl)methyl]propoxy]carbonyl]benzyl succinate (150 mg, 1.84×10-4 mol) obtained from Example 19-(2) and bis(triphenylphosphine)dichloropalladium (2 mg) were dissolved in dichloromethane (1.5 ml). To the mixture was added water (0.1 ml), and tributyltin hydride (80 mg, 2.7×10−4 mol) was slowly added thereto over a period of 5 minutes at room temperatur... The reactants are FC(C1=CC(=NN1)N)(F)F (5-(trifluoromethyl)-1H-pyrazol-3-amine), CN(CCCN=C=NCC)C (N-(3-dimethylaminopropyl)-N′-ethylcarbodiimide), ClC=1C=C(C(=O)NC(NC2=CC(=CC(=C2)F)Cl)=S)C=CC1 (3-chloro-N-((3-chloro-5-fluorophenyl)carbamothioyl)benzamide). Solvent: CCOC(=O)C (EtOAc), O (water), COC(C)(C)C (tert-butyl methyl ether). Run at temperature 50 celsius, time 1 hour. The product is CC(=O)C.ClC=1C=C(C(=O)N=C(NC2=NNC(=C2)C(F)(F)F)NC2=CC(=CC(=C2)F)Cl)C=CC1 (3-chloro-N-(((3-chloro-5-fluorophenyl)amino)((5-(trifluoromethyl)-1H-pyrazol-3-yl)amino)methylene)benzamide acetone). Isolated yield 44.2%. RXN SMILES: [Cl:1][C:2]1[CH:3]=[C:4]([CH:19]=[CH:20][CH:21]=1)[C:5]([NH:7][C:8](=S)[NH:9][C:10]1[CH:15]=[C:14]([F:16])[CH:13]=[C:12]([Cl:17])[CH:11]=1)=[O:6].[F:22][C:23]([F:31])([F:30])[C:24]1[NH:28][N:27]=[C:26]([NH2:29])[CH:25]=1.CN(C)CCCN=C=NCC>COC(C)(C)C.CCOC(C)=O.O>[CH3:23][C:24]([CH3:25])=[O:6].[Cl:1][C:2]1[CH:3]=[C:4]([CH:19]=[CH:20][CH:21]=1)[C:5]([N:7]=[C:8]([NH:9][C:10]1[CH:15]=[C:14]([F:16])[CH:13]=[C:12]([Cl:17])[CH:11]=1)[NH:29][C:26]1[CH:25]=[C:24]([C:23]([F:31])([F:30])[F:22])[NH:28][N:27]=1)=[O:6] |f:6.7|. Procedure: A suspension of 3-chloro-N-((3-chloro-5-fluorophenyl)carbamothioyl)benzamide (75 g, 219 mmol) in tert-butyl methyl ether (TBME) (1.1 L) was heated to 50° C. Next, 5-(trifluoromethyl)-1H-pyrazol-3-amine (39.6 g, 262 mmol, 1.20 equiv) and N-(3-dimethylaminopropyl)-N′-ethylcarbodiimide (EDC) (64.2 g, 328 mmol, 1.50 equiv) were added. The resulting reaction mixture was stirred at 50° C. for 1 hour and diluted with EtOAc (1.0 L) and water (1.0 L). The organic extract was washed with a saturated, aque... Reactants: CC1OCCO1 (2-methyl dioxolane), N(=[N+]=[N-])[Si](C)(C)C (azidotrimethylsilane). Run in Cl[Sn](Cl)(Cl)Cl (SnCl4). Run at time 1 hour. Product: N(=[N+]=[N-])C(C)OCCO (2-(1-Azido-ethoxy)-ethanol), oil. The yield is 17.1%. Reaction SMILES: [CH3:1][CH:2]1[O:6][CH2:5][CH2:4][O:3]1.[N:7]([Si](C)(C)C)=[N+:8]=[N-:9]>Cl[Sn](Cl)(Cl)Cl>[N:7]([CH:2]([O:3][CH2:4][CH2:5][OH:6])[CH3:1])=[N+:8]=[N-:9]. Procedure: To a mixture of 2-methyl dioxolane (0.897 ml, 10 mmol) and azidotrimethylsilane (1.6 ml, 12 mmol) was added SnCl4 (40 μl) at −78° C. After addition, the cooling bath was removed and the reaction was warmed up to room temperature. After 1 hr, the reaction was worked up by partitioning between DCM (50 ml) and saturated aqueous NaHCO3 (50 ml). The aqueous layer was further extracted with DCM (20 ml). All the DCM extracts were combined, dried over MgSO4 and evaporated under reduced pressure. The res... Starting materials: FC1=C(C=CC(=C1)F)[C@]([C@@H](C)N1C(N(C=C1)C1=CC=C(C=C1)OCC(C(F)F)(F)F)=O)(CO)O (1-[(1R,2S)-2-(2,4-Difluorophenyl)-2,3-dihydroxy-1-methylpropyl]-3-[4-(2,2,3,3-tetrafluoropropoxy)phenyl]-2(1H,3H)-imidazolone), CS(=O)(=O)Cl (methanesulfonyl chloride). Solvent: C(C)(=O)OCC (ethyl acetate), C(C)N(CC)CC (triethylamine). Conditions: temperature 0 celsius, time 30 minute. The product is FC1=C(C=CC(=C1)F)[C@]([C@@H](C)N1C(N(C=C1)C1=CC=C(C=C1)OCC(C(F)F)(F)F)=O)(COS(=O)(=O)C)O (1-[(1R,2S)-2-(2,4-difluorophenyl)-2-hydroxy-3-methanesulfonyloxy-1-methylpropyl]-3-[4-(2,2,3,3-tetrafluoropropoxy)phenyl]-2(1H,3H)-imidazolone). RXN SMILES: [F:1][C:2]1[CH:7]=[C:6]([F:8])[CH:5]=[CH:4][C:3]=1[C@@:9]([OH:34])([CH2:32][OH:33])[C@H:10]([N:12]1[CH:16]=[CH:15][N:14]([C:17]2[CH:22]=[CH:21][C:20]([O:23][CH2:24][C:25]([F:30])([F:29])[CH:26]([F:28])[F:27])=[CH:19][CH:18]=2)[C:13]1=[O:31])[CH3:11].[CH3:35][S:36](Cl)(=[O:38])=[O:37]>C(OCC)(=O)C.C(N(CC)CC)C>[F:1][C:2]1[CH:7]=[C:6]([F:8])[CH:5]=[CH:4][C:3]=1[C@@:9]([OH:34])([CH2:32][O:33][S:36]([CH3:35])(=[O:38])=[O:37])[C@H:10]([N:12]1[CH:16]=[CH:15][N:14]([C:17]2[CH:18]=[CH:19][C:20]([O:23][CH2:24][C:25]([F:30])([F:29])[CH:26]([F:28])[F:27])=[CH:21][CH:22]=2)[C:13]1=[O:31])[CH3:11]. Procedure: 1-[(1R,2S)-2-(2,4-Difluorophenyl)-2,3-dihydroxy-1-methylpropyl]-3-[4-(2,2,3,3-tetrafluoropropoxy)phenyl]-2(1H,3H)-imidazolone (1.2 g) was dissolved in 25 ml of ethyl acetate, to which 0.29 ml of methanesulfonyl chloride and 0.53 ml of triethylamine were added dropwise with ice cooling. After stirring at 0° C. for 30 minutes, the reaction solution was washed with water (15 ml×2) and 15 ml of an aqueous solution of sodium chloride successively. The organic layer was dried over magnesium sulfate. A... The solvent is N1=CC=CC=C1 (pyridine). The yield is 190.8%. Reaction SMILES: Cl[C:2]1[C:3]([F:23])=[CH:4][C:5]2[C:6]([CH:22]=1)=[N:7][C:8]1[N:9]([CH:19]3[CH2:21][CH2:20]3)[CH:10]=[C:11]([C:16]([OH:18])=[O:17])[C:12](=[O:15])[C:13]=1[CH:14]=2.[NH:24]1[CH2:29][CH2:28][NH:27][CH2:26][CH2:25]1>N1C=CC=CC=1>[CH:19]1([N:9]2[C:8]3[N:7]=[C:6]4[CH:22]=[C:2]([N:24]5[CH2:29][CH2:28][NH:27][CH2:26][CH2:25]5)[C:3]([F:23])=[CH:4][C:5]4=[CH:14][C:13]=3[C:12](=[O:15])[C:11]([C:16]([OH:18])=[O:17])=[CH:10]2)[CH2:21][CH2:20]1.[OH2:15].[OH2:15].[CH:19]1([N:9]2[C:8]3[N:7]=[C:6]4[CH:22]=[C:2]([N:24]5[CH2:29][CH2:28][NH:27][CH2:26][CH2:25]5)[C:3]([F:23])=[CH:4][C:5]4=[CH:14][C:13]=3[C:12](=[O:15])[C:11]([C:16]([OH:18])=[O:17])=[CH:10]2)[CH2:21][CH2:20]1 |f:4.5.6|. Reported procedure: 1-Cyclopropyl-7-fluoro-4-oxo-8-(1-piperazinyl)-1,4-dihydro-benzo[b][1,8]naphthyridine-3-carboxylic acid is prepared under the conditions of Reference Example 5 but starting from 1 g of 8-chloro-1-cyclopropyl-7-fluoro-4-oxo-1,4-dihydro-benzo[b][1,8]naphthyridine-3-carboxylic acid and 2.6 g of piperazine in 10 cm3 of pyridine. 0.6 g of 1-cyclopropyl-7-fluoro-4-oxo-8-(1-piperazinyl)-1,4-dihydro-benzo[b][1,8]naphthyridine-3-carboxylic acid dihydrate is obtained in the form of a yellow solid melting ... The reactants are ClC=1C(=CC=2C(=NC=3N(C=C(C(C3C2)=O)C(=O)O)C2CC2)C1)F (8-chloro-1-cyclopropyl-7-fluoro-4-oxo-1,4-dihydro-benzo[b][1,8]naphthyridine-3-carboxylic acid), solid, N1CCNCC1 (piperazine). Product: C1(CC1)N1C=C(C(C=2C=C3C(=NC12)C=C(C(=C3)F)N3CCNCC3)=O)C(=O)O (1-Cyclopropyl-7-fluoro-4-oxo-8-(1-piperazinyl)-1,4-dihydro-benzo[b][1,8]naphthyridine-3-carboxylic acid), O.O.C1(CC1)N1C=C(C(C=2C=C3C(=NC12)C=C(C(=C3)F)N3CCNCC3)=O)C(=O)O (1-cyclopropyl-7-fluoro-4-oxo-8-(1-piperazinyl)-1,4-dihydro-benzo[b][1,8]naphthyridine-3-carboxylic acid dihydrate). Reactants: CC(C(=O)Cl)(C)C (trimethylacetyl chloride), C(CCC)[Li] (Butyllithium), solution, C(=O)=O.CC(=O)C (dry ice acetone), resultant mixture, Cl (HCl), C(#N)CC(=O)O (Cyanoacetic acid). The solvent is C1CCOC1 (THF), CCCCCC (hexane), C(Cl)Cl (CH2Cl2), C1CCOC1 (THF). Run at temperature -70 celsius. The product is CC(C(CC#N)=O)(C)C (4,4-dimethyl-3-oxopentanonitrile). Yield: 89.9%. Reaction SMILES: [C:1]([CH2:3][C:4]([OH:6])=O)#[N:2].C([Li])CCC.C(=O)=O.CC(C)=O.[CH3:19][C:20](C)([CH3:24])[C:21](Cl)=O.Cl>C1COCC1.CCCCCC.C(Cl)Cl>[CH3:19][C:20]([CH3:24])([CH3:21])[C:4](=[O:6])[CH2:3][C:1]#[N:2] |f:2.3|. Reported procedure: Cyanoacetic acid (8.5 g) was dissolved in dry THF (300 ml), placed under an inert atmosphere and the solution cooled using a dry ice-acetone bath. Butyllithium (80 ml of a 2.5M solution in hexane) was added dropwise over 1 hour. During the addition the internal reaction temperature was maintained below -65° C. The reaction mixture was stirred in the dry ice-acetone bath for 1 hour and then the bath was removed and the reaction stirred for an additional hour, during which time the internal temper... The reactants are CC(=NO)c1cc(C)cc(C)n1, CN(C)C=O, COc1cccc(F)c1CCl, [H-], [Na+], O. Product: COc1cccc(F)c1CON=C(C)c1cc(C)cc(C)n1. RXN SMILES: [CH3:1][c:2]1[cH:3][c:4]([C:9]([CH3:10])=[N:11][OH:12])[n:5][c:6]([CH3:8])[cH:7]1.[CH3:27][N:28]([CH3:29])[CH:30]=[O:31].[F:15][c:16]1[c:17]([CH2:18][Cl:19])[c:20]([O:24][CH3:25])[cH:21][cH:22][cH:23]1.[H-:13].[Na+:14].[OH2:26]>>[CH3:1][c:2]1[cH:3][c:4]([C:9]([CH3:10])=[N:11][O:12][CH2:18][c:17]2[c:16]([F:15])[cH:23][cH:22][cH:21][c:20]2[O:24][CH3:25])[n:5][c:6]([CH3:8])[cH:7]1. Conditions: temperature 100 celsius. Reaction SMILES: [F:1][C:2]1[C:7]([C:8]([C:10]2[C:18]3[C:17](O)=[N:16][CH:15]=[N:14][C:13]=3[NH:12][CH:11]=2)=[O:9])=[C:6]([F:20])[CH:5]=[CH:4][C:3]=1[NH:21][S:22]([C:25]1[CH:30]=[CH:29][C:28]([CH2:31][CH2:32][CH3:33])=[CH:27][CH:26]=1)(=[O:24])=[O:23].P(Cl)(Cl)([Cl:36])=O>>[Cl:36][C:17]1[C:18]2[C:10]([C:8]([C:7]3[C:2]([F:1])=[C:3]([NH:21][S:22]([C:25]4[CH:30]=[CH:29][C:28]([CH2:31][CH2:32][CH3:33])=[CH:27][CH:26]=4)(=[O:24])=[O:23])[CH:4]=[CH:5][C:6]=3[F:20])=[O:9])=[CH:11][NH:12][C:13]=2[N:14]=[CH:15][N:16]=1. Reported procedure: To N-[2,4-difluoro-3-(4-hydroxy-7H-pyrrolo[2,3-d]pyrimidine-5-carbonyl)-phenyl]-4-propyl-benzenesulfonamide (P-1030, 239 mg, 0.506 mmol), phosphoryl chloride (4.0 mL, 43 mmol) is added and the suspension is heated in an oil bath at 100° C. for one hour. The reaction is allowed to cool, then poured onto ice. The resulting solid is collected by vacuum filtration and dried to provide the desired compound (P-1030, 218 mg). MS (ESI) [M+H+]+=490.9. The reactants are FC1=C(C=CC(=C1C(=O)C1=CNC=2N=CN=C(C21)O)F)NS(=O)(=O)C2=CC=C(C=C2)CCC (N-[2,4-difluoro-3-(4-hydroxy-7H-pyrrolo[2,3-d]pyrimidine-5-carbonyl)-phenyl]-4-propyl-benzenesulfonamide), P(=O)(Cl)(Cl)Cl (phosphoryl chloride). The product is ClC=1C2=C(N=CN1)NC=C2C(=O)C=2C(=C(C=CC2F)NS(=O)(=O)C2=CC=C(C=C2)CCC)F (N-[3-(4-chloro-7H-pyrrolo[2,3-d]pyrimidine-5-carbonyl)-2,4-difluoro-phenyl]-4-propyl-benzenesulfonamide). Yield: 87.8%. The product is C(C)(=O)OCC1=C2C(=C3C(C4=CC=CC=C4C(C3=C1)=O)=O)CCC2 (4-acetoxymethyl-2,3-dihydro-1H-cyclopent[a]anthracene-6,11dione). The reactants are BrCC1=C2C(=C3C(C4=CC=CC=C4C(C3=C1)=O)=O)CCC2 (2,3-dihydro-4-bromomethyl-1H-cyclopent[a]-anthracene-6,11-dione), C(C)(=O)[O-].[K+] (potassium acetate). Procedure details: To a solution of 2,3-dihydro-4-bromomethyl-1H-cyclopent[a]-anthracene-6,11-dione (173 mg, 0.51 mmol) in dimethylformamide (10 ml) is added anhydrous potassium acetate (200 mg) at 0° C. and stirred for 2.5 hours. The mixture is diluted with dichloromethane (50mL), washed with H2O, dried (Na2SO4), and evaporated in vacuo to dryness. The residue is chromatographed on a silica gel column (2×30 cm) using toluene/ethyl acetate (9:1 v/v) as the eluent. The main fraction is collected, evaporated, and th... Reaction conditions: time 2.5 hour. Reaction SMILES: Br[CH2:2][C:3]1[CH:16]=[C:15]2[C:6]([C:7](=[O:18])[C:8]3[C:13]([C:14]2=[O:17])=[CH:12][CH:11]=[CH:10][CH:9]=3)=[C:5]2[CH2:19][CH2:20][CH2:21][C:4]=12.[C:22]([O-:25])(=[O:24])[CH3:23].[K+]>CN(C)C=O.ClCCl>[C:22]([O:25][CH2:2][C:3]1[CH:16]=[C:15]2[C:6]([C:7](=[O:18])[C:8]3[C:13]([C:14]2=[O:17])=[CH:12][CH:11]=[CH:10][CH:9]=3)=[C:5]2[CH2:19][CH2:20][CH2:21][C:4]=12)(=[O:24])[CH3:23] |f:1.2|. Solvent: ClCCl (dichloromethane), CN(C=O)C (dimethylformamide).